From a dataset of the Open Reaction Database (ORD), a public repository of structured organic reaction records. describe an organic reaction: reactants, conditions, products, and yield Reactants: BrCc1ccccc1, CNN, ClCCl. The product is CN(N)Cc1ccccc1. RXN SMILES: [Br:4][CH2:5][c:6]1[cH:7][cH:8][cH:9][cH:10][cH:11]1.[CH3:1][NH:2][NH2:3].[Cl:12][CH2:13][Cl:14]>>[CH3:1][N:2]([NH2:3])[CH2:5][c:6]1[cH:7][cH:8][cH:9][cH:10][cH:11]1. Reactants: Cc1cccc(Br)c1C(=O)O, CN(C)C1(C(NC(=O)c2cccc(C(F)(F)F)c2Cl)c2ccccc2)CCCC1, ClCCl, CN(C)C1(C(N)c2ccccc2)CCCC1, On1nnc2ccccc21. The product is Cc1cccc(Br)c1C(=O)NC(c1ccccc1)C1(N(C)C)CCCC1. Reaction SMILES: [Br:46][c:47]1[c:48]([C:49](=[O:50])[OH:51])[c:52]([CH3:56])[cH:53][cH:54][cH:55]1.[Cl:17][c:18]1[c:19]([C:20]([F:21])([F:22])[F:23])[cH:24][cH:25][cH:26][c:27]1[C:28]([NH:29][CH:30]([C:31]1([N:32]([CH3:33])[CH3:34])[CH2:35][CH2:36][CH2:37][CH2:38]1)[c:39]1[cH:40][cH:41][cH:42][cH:43][cH:44]1)=[O:45].[Cl:67][CH2:68][Cl:69].[NH2:1][CH:2]([C:3]1([N:8]([CH3:9])[CH3:10])[CH2:4][CH2:5][CH2:6][CH2:7]1)[c:11]1[cH:12][cH:13][cH:14][cH:15][cH:16]1.[OH:57][n:58]1[c:59]2[cH:60][cH:61][cH:62][cH:63][c:64]2[n:65][n:66]1>>[NH:1]([CH:2]([C:3]1([N:8]([CH3:9])[CH3:10])[CH2:4][CH2:5][CH2:6][CH2:7]1)[c:11]1[cH:12][cH:13][cH:14][cH:15][cH:16]1)[C:49]([c:48]1[c:47]([Br:46])[cH:55][cH:54][cH:53][c:52]1[CH3:56])=[O:50]. The reactants are Cc1c(C#N)cccc1-n1ncc2c(OC(COCCO[Si](c3ccccc3)(c3ccccc3)C(C)(C)C)C(=O)Nc3ccc(Cl)cn3)ncnc21, C1CCOC1, CCCC[N+](CCCC)(CCCC)CCCC, [F-]. Product: Cc1c(C#N)cccc1-n1ncc2c(OC(COCCO)C(=O)Nc3ccc(Cl)cn3)ncnc21. As a reaction SMILES: [C:19]([Si:20]([c:21]1[cH:22][cH:23][cH:59][cH:60][cH:61]1)([O:24][CH2:25][CH2:26][O:27][CH2:28][CH:29]([C:30](=[O:31])[NH:32][c:33]1[n:34][cH:35][c:36]([Cl:39])[cH:37][cH:38]1)[O:40][c:41]1[c:42]2[c:43]([n:44][cH:45][n:46]1)[n:47](-[c:50]1[c:51]([CH3:58])[c:52]([C:56]#[N:57])[cH:53][cH:54][cH:55]1)[n:48][cH:49]2)[c:62]1[cH:63][cH:64][cH:65][cH:66][cH:67]1)([CH3:68])([CH3:69])[CH3:70].[CH2:71]1[O:72][CH2:73][CH2:74][CH2:75]1.[CH3:2][CH2:3][CH2:4][CH2:5][N+:6]([CH2:7][CH2:8][CH2:9][CH3:10])([CH2:11][CH2:12][CH2:13][CH3:14])[CH2:15][CH2:16][CH2:17][CH3:18].[F-:1]>>[OH:24][CH2:25][CH2:26][O:27][CH2:28][CH:29]([C:30](=[O:31])[NH:32][c:33]1[n:34][cH:35][c:36]([Cl:39])[cH:37][cH:38]1)[O:40][c:41]1[c:42]2[c:43]([n:44][cH:45][n:46]1)[n:47](-[c:50]1[c:51]([CH3:58])[c:52]([C:56]#[N:57])[cH:53][cH:54][cH:55]1)[n:48][cH:49]2. Starting materials: glass, CC1(OC2=C(C1)C(=CC=C2O)N=CC2=C(C=CC=C2)O)C (2,3-dihydro-2,2-dimethyl-4-(2-hydroxybenzylideneamino)benzofuran-7-ol), CN=C=O (methyl isocyanate), C(Cl)Cl (methylene chloride). Run in C(C)N(CC)CC (triethylamine). Reaction conditions: time 66 hour. The product is CNC(OC1=CC=C(C=2CC(OC21)(C)C)N=CC2=C(C=CC=C2)O)=O (2,3-dihydro-2,2-dimethyl-4-(2-hydroxybenzylideneamino)benzofuran-7-yl methylcarbamate). The yield is 92.9%. As a reaction SMILES: [CH3:1][C:2]1([CH3:21])[CH2:6][C:5]2[C:7]([N:12]=[CH:13][C:14]3[CH:19]=[CH:18][CH:17]=[CH:16][C:15]=3[OH:20])=[CH:8][CH:9]=[C:10]([OH:11])[C:4]=2[O:3]1.[CH3:22][N:23]=[C:24]=[O:25].C(Cl)Cl>C(N(CC)CC)C>[CH3:22][NH:23][C:24](=[O:25])[O:11][C:10]1[C:4]2[O:3][C:2]([CH3:21])([CH3:1])[CH2:6][C:5]=2[C:7]([N:12]=[CH:13][C:14]2[CH:19]=[CH:18][CH:17]=[CH:16][C:15]=2[OH:20])=[CH:8][CH:9]=1. Reported procedure: To a 350 milliliter glass pressure bottle equipped with a magnetic stirrer was added 6.00 grams (0.021 moles) of 2,3-dihydro-2,2-dimethyl-4-(2-hydroxybenzylideneamino)benzofuran-7-ol prepared in part A, 1.4 grams (0.024 moles) of methyl isocyanate, 100 milliliters of methylene chloride and 0.1 milliliters of triethylamine. The resulting reaction mixture was stirred for 66 hours at room temperature and then concentrated under reduced pressure to give a yellow solid material. The yellow solid mate... Yields the product C(C1=CC=CC=C1)OC=1C(=NC=C(C1C)C(O)C1=CC=C(C=C1)F)C(=O)OC (methyl 3-(benzyloxy)-5-((4-fluorophenyl)(hydroxy)methyl)-4-methylpicolinate). Solvent: O1CCCC1 (tetrahydrofuran). Procedure details: 1.0 g of methyl 3-(benzyloxy)-5-formyl-4-methylpicolinate (3.50 mmol, 1 eq) was dissolved in 20.0 mL of tetrahydrofuran and 4.2 mL of a 4-fluorophenyl magnesium bromide solution (1M in tetrahydrofuran, 4.20 mmol, 1.2 eq) was added at −78° C. over a period of 1 hr. The reaction mixture was then stirred for 20 min. −78° C. A saturated bicarbonate solution was added and reaction mixture was extracted with ethyl acetate. Reaction SMILES: [CH2:1]([O:8][C:9]1[C:10]([C:18]([O:20][CH3:21])=[O:19])=[N:11][CH:12]=[C:13]([CH:16]=[O:17])[C:14]=1[CH3:15])[C:2]1[CH:7]=[CH:6][CH:5]=[CH:4][CH:3]=1.[F:22][C:23]1[CH:28]=[CH:27][C:26]([Mg]Br)=[CH:25][CH:24]=1.C(=O)(O)[O-]>O1CCCC1>[CH2:1]([O:8][C:9]1[C:10]([C:18]([O:20][CH3:21])=[O:19])=[N:11][CH:12]=[C:13]([CH:16]([C:26]2[CH:27]=[CH:28][C:23]([F:22])=[CH:24][CH:25]=2)[OH:17])[C:14]=1[CH3:15])[C:2]1[CH:3]=[CH:4][CH:5]=[CH:6][CH:7]=1. Starting materials: FC1=CC=C(C=C1)[Mg]Br (4-fluorophenyl magnesium bromide), C(C1=CC=CC=C1)OC=1C(=NC=C(C1C)C=O)C(=O)OC (methyl 3-(benzyloxy)-5-formyl-4-methylpicolinate), C([O-])(O)=O (bicarbonate). The reactants are [OH-].[Na+] (NaOH), C(C)C1=C(C=CC=C1C1=CN=C(S1)C1=CC(=C(C=C1)OC(C)C)C(F)(F)F)CN1CCC(CC1)C(=O)OCC (ethyl 1-[(2-ethyl-3-{2-[4-[(1-methylethyl)oxy]-3-(trifluoromethyl)phenyl]-1,3-thiazol-5-yl}phenyl)methyl]-4-piperidinecarboxylate). Run in O (water), C(C)(C)O (isopropanol), O (water). Run at time 2 hour. Product: C(C)C1=C(C=CC=C1C1=CN=C(S1)C1=CC(=C(C=C1)OC(C)C)C(F)(F)F)CN1CCC(CC1)C(=O)O (1-[(2-ethyl-3-{2-[4-[(1-methylethyl)oxy]-3-(trifluoromethyl)phenyl]-1,3-thiazol-5-yl}phenyl)methyl]-4-piperidinecarboxylic acid). Isolated yield 18.4%. RXN SMILES: [CH2:1]([C:3]1[C:8]([C:9]2[S:13][C:12]([C:14]3[CH:19]=[CH:18][C:17]([O:20][CH:21]([CH3:23])[CH3:22])=[C:16]([C:24]([F:27])([F:26])[F:25])[CH:15]=3)=[N:11][CH:10]=2)=[CH:7][CH:6]=[CH:5][C:4]=1[CH2:28][N:29]1[CH2:34][CH2:33][CH:32]([C:35]([O:37]CC)=[O:36])[CH2:31][CH2:30]1)[CH3:2].[OH-].[Na+]>C(O)(C)C.O>[CH2:1]([C:3]1[C:8]([C:9]2[S:13][C:12]([C:14]3[CH:19]=[CH:18][C:17]([O:20][CH:21]([CH3:23])[CH3:22])=[C:16]([C:24]([F:27])([F:25])[F:26])[CH:15]=3)=[N:11][CH:10]=2)=[CH:7][CH:6]=[CH:5][C:4]=1[CH2:28][N:29]1[CH2:30][CH2:31][CH:32]([C:35]([OH:37])=[O:36])[CH2:33][CH2:34]1)[CH3:2] |f:1.2|. Procedure: To a solution of ethyl 1-[(2-ethyl-3-{2-[4-[(1-methylethyl)oxy]-3-(trifluoromethyl)phenyl]-1,3-thiazol-5-yl}phenyl)methyl]-4-piperidinecarboxylate (D81) (160 mg) in isopropanol (3 mL) and water (0.750 mL) stirred under nitrogen at room temperature was added a solution of NaOH (26.8 mg) in water in one charge. The reaction mixture was stirred at room temperature for 2 h. Isopropanol was removed in vacuo. The residue was dissolved in water and acidified with 1N HCl to pH=5. The solvent was removed... Reactants: CC(=O)Cl, ClCCl, CCCc1c(OCc2ccc(C(N)c3cccc(-c4nnn[nH]4)c3)cc2)ccc(C(C)=O)c1O, c1ccncc1. Product: CCCc1c(OCc2ccc(C(NC(C)=O)c3cccc(-c4nnn[nH]4)c3)cc2)ccc(C(C)=O)c1O. Reaction SMILES: [CH3:35][C:36]([Cl:37])=[O:38].[Cl:45][CH2:46][Cl:47].[NH2:1][CH:2]([c:3]1[cH:4][cH:5][c:6]([CH2:7][O:8][c:9]2[c:10]([CH2:19][CH2:20][CH3:21])[c:11]([OH:18])[c:12]([C:15]([CH3:16])=[O:17])[cH:13][cH:14]2)[cH:22][cH:23]1)[c:24]1[cH:25][c:26](-[c:30]2[n:31][n:32][n:33][nH:34]2)[cH:27][cH:28][cH:29]1.[cH:39]1[cH:40][cH:41][n:42][cH:43][cH:44]1>>[NH:1]([CH:2]([c:3]1[cH:4][cH:5][c:6]([CH2:7][O:8][c:9]2[c:10]([CH2:19][CH2:20][CH3:21])[c:11]([OH:18])[c:12]([C:15]([CH3:16])=[O:17])[cH:13][cH:14]2)[cH:22][cH:23]1)[c:24]1[cH:25][c:26](-[c:30]2[n:31][n:32][n:33][nH:34]2)[cH:27][cH:28][cH:29]1)[C:36]([CH3:35])=[O:38]. Starting materials: OC1=NC=CC=N1 (2-hydroxypyrimidine), COC1=CC=C(C=C1)C1=CC=C(C=C1)S(=O)(=O)NC(C(=O)OC)CC1CO1 (methyl 2-[(4′-methoxy[1,1′-biphenyl]-4-yl)sulfonyl]amino-4,5-epoxypentanoate), compound 20. The product is COC1=CC=C(C=C1)C1=CC=C(C=C1)S(=O)(=O)NC(C(=O)O)CC(COC1=NC=CC=N1)O (2-[(4′-Methoxy[1,1′-biphenyl]-4-yl)sulfonyl]amino-4-hydroxy-5-[pyrimidin-2-yloxy]-pentanoic acid). RXN SMILES: [OH:1][C:2]1[N:7]=[CH:6][CH:5]=[CH:4][N:3]=1.[CH3:8][O:9][C:10]1[CH:15]=[CH:14][C:13]([C:16]2[CH:21]=[CH:20][C:19]([S:22]([NH:25][CH:26]([CH2:31][CH:32]3[O:34][CH2:33]3)[C:27]([O:29]C)=[O:28])(=[O:24])=[O:23])=[CH:18][CH:17]=2)=[CH:12][CH:11]=1>>[CH3:8][O:9][C:10]1[CH:11]=[CH:12][C:13]([C:16]2[CH:17]=[CH:18][C:19]([S:22]([NH:25][CH:26]([CH2:31][CH:32]([OH:34])[CH2:33][O:1][C:2]3[N:7]=[CH:6][CH:5]=[CH:4][N:3]=3)[C:27]([OH:29])=[O:28])(=[O:23])=[O:24])=[CH:20][CH:21]=2)=[CH:14][CH:15]=1. Procedure details: Example 56 is prepared from 2-hydroxypyrimidine and 1d using the procedure described for compound 20. Starting materials: N1C=CC2=CC=CC=C12 (indole), C(=O)(OC(C)(C)C)N1C2=CC=C(C=C2C=2C=C3C(=C(C12)O)N(C=1C=CC(=CC13)Cl)C(=O)OC(C)(C)C)Cl (5,7-diBOC-2,10-dichloro-6-hydroxyindolo[2,3-b]carbazole), OCCN1C[C@H](CC1)NC(OC(C)(C)C)=O ((S)-tert-butyl 1-(2-hydroxyethyl)pyrrolidin-3-ylcarbamate). Product: ClC=1C=C2C=3C=C4C(=C(C3NC2=CC1)OCCN1C[C@H](CC1)N)NC=1C=CC(=CC14)Cl ((S)-1-(2-(2,10-dichloro-5,7-dihydroindolo[2,3-b]carbazol-6-yloxy)ethyl)pyrrolidin-3-amine). Reaction SMILES: N1C2C(=CC=CC=2)C=C1.C([N:17]1[C:29]2[C:28]([OH:30])=[C:27]3[N:31](C(OC(C)(C)C)=O)[C:32]4[CH:33]=[CH:34][C:35]([Cl:38])=[CH:36][C:37]=4[C:26]3=[CH:25][C:24]=2[C:23]2[C:18]1=[CH:19][CH:20]=[C:21]([Cl:46])[CH:22]=2)(OC(C)(C)C)=O.O[CH2:48][CH2:49][N:50]1[CH2:54][CH2:53][C@H:52]([NH:55]C(=O)OC(C)(C)C)[CH2:51]1>>[Cl:46][C:21]1[CH:22]=[C:23]2[C:18](=[CH:19][CH:20]=1)[NH:17][C:29]1[C:28]([O:30][CH2:48][CH2:49][N:50]3[CH2:54][CH2:53][C@H:52]([NH2:55])[CH2:51]3)=[C:27]3[NH:31][C:32]4[CH:33]=[CH:34][C:35]([Cl:38])=[CH:36][C:37]=4[C:26]3=[CH:25][C:24]2=1. Procedure: The title compound was prepared in a manner analogous to Example 28 except the starting indole is 5,7-diBOC-2,10-dichloro-6-hydroxyindolo[2,3-b]carbazole and the reagent is (S)-tert-butyl 1-(2-hydroxyethyl)pyrrolidin-3-ylcarbamate. 1H-NMR (400 MHz, CDCl3) δ ppm 9.91 (s, 2 H), 8.37 (s, 1H), 8.08 (d, J=1.6 Hz, 2 H), 7.40-7.29 (m, 4 H), 4.43-4.33 (m, 2 H), 3.88-3.78 (m, 1 H), 3.09-2.96 (m, 2H), 2.95-2.74 (3 H), 2.61 (dd, J=9.6, 5.0 Hz, 1 H), 2.43-2.31 (m, 1 H), 1.79-1.68 (m, 1 H); MS (ESI) m/z 451.... Reactants: CCO, CC(C)N1C2CCCC1CC(=O)C2, Cl, NO, c1ccncc1. Yields the product CC(C)N1C2CCCC1CC(=NO)C2. Reaction SMILES: [CH3:23][CH2:24][OH:25].[CH:1]([CH3:2])([CH3:3])[N:4]1[CH:5]2[CH2:6][C:7](=[O:13])[CH2:8][CH:9]1[CH2:10][CH2:11][CH2:12]2.[ClH:20].[NH2:21][OH:22].[cH:14]1[cH:15][cH:16][n:17][cH:18][cH:19]1>>[CH:1]([CH3:2])([CH3:3])[N:4]1[CH:5]2[CH2:6][C:7](=[N:21][OH:22])[CH2:8][CH:9]1[CH2:10][CH2:11][CH2:12]2.